This data is from the Open Reaction Database (ORD), a public repository of structured organic reaction records. The task is: describe an organic reaction: reactants, conditions, products, and yield Starting materials: [H-].[Na+] (sodium hydride), [OH-].[K+] (potassium hydroxide), Cl (hydrochloric acid), C(C)OC(C(C(=O)OCC)C)=O (Methylmalonic acid diethylester), ICCC=1SC=C(C1)C#CCCCC1=CC=CC=C1 (2-(2-iodoethyl)-4-(5-phenylpent-1-ynyl)thiophene), Cl (hydrochloride). The solvent is C(C)O (ethanol), O (water), CN(C=O)C (dimethylformamide), CN(C=O)C (dimethylformamide). Reaction conditions: time 1 hour. Yields the product C(C)OC(C(C(=O)O)(C)CCC=1SC=C(C1)C#CCCCC1=CC=CC=C1)=O (2-Methyl-2-[4-(5-phenylpent-1-ynyl)thiophen-2-yl]ethylmalonic acid monoethylester). The yield is 28.0%. Reaction SMILES: [CH2:1]([O:3][C:4](=[O:12])[CH:5]([CH3:11])[C:6]([O:8]CC)=[O:7])[CH3:2].[H-].[Na+].I[CH2:16][CH2:17][C:18]1[S:19][CH:20]=[C:21]([C:23]#[C:24][CH2:25][CH2:26][CH2:27][C:28]2[CH:33]=[CH:32][CH:31]=[CH:30][CH:29]=2)[CH:22]=1.Cl.[OH-].[K+]>CN(C)C=O.C(O)C.O>[CH2:1]([O:3][C:4](=[O:12])[C:5]([CH2:16][CH2:17][C:18]1[S:19][CH:20]=[C:21]([C:23]#[C:24][CH2:25][CH2:26][CH2:27][C:28]2[CH:33]=[CH:32][CH:31]=[CH:30][CH:29]=2)[CH:22]=1)([CH3:11])[C:6]([OH:8])=[O:7])[CH3:2] |f:1.2,5.6|. Procedure: Methylmalonic acid diethylester (1.57 g, 9.02 mmol) was dissolved in dimethylformamide (30 ml), and sodium hydride (0.38 g, 9.47 mmol) was added thereto in an ice bath, and then the mixture was stirred for 1 hour at room temperature in a nitrogen atmosphere. The dimethylformamide solution (30 ml) of 2-(2-iodoethyl)-4-(5-phenylpent-1-ynyl)thiophene obtained in Example 25 (e) was added dropwise to the reaction solution in an ice bath, and the mixture was stirred for 4 hours at room temperature und...